From a dataset of the Open Reaction Database (ORD), a public repository of structured organic reaction records. describe an organic reaction: reactants, conditions, products, and yield The reactants are [H-].[Na+] (NaH), C(C)(C)(C)C1=CC=C(C=C1)S(=O)(=O)NC1=NC(=NC(=C1OC1=C(C=CC=C1)OC)Cl)N1CCOCC1 (4-tert.-butyl-N-[6-chloro-5-(2-methoxy-phenoxy)-2-morpholin-4-yl-pyrimidin-4-yl]-benzene sulfonamide), C(CC(O)(C(=O)O)CC(=O)O)(=O)O (citric acid), C(C#CCO)O (2-butyne-1,4-diol). The solvent is CN(C)C=O (DMF), CN1CCCN(C1=O)C (DMPU). Yields the product C(C)(C)(C)C1=CC=C(C=C1)S(=O)(=O)NC1=NC(=NC(=C1OC1=C(C=CC=C1)OC)OCC#CCO)N1CCOCC1 (4-tert.-butyl-N-[6-(4-hydroxy-2-butynyloxy)-5-(2-methoxy-phenoxy)-2-morpholin-4-yl-pyrimidin-4-yl]-benzene sulfonamide), starting material. Isolated yield 16.2%. Reaction SMILES: [H-].[Na+].[CH2:3]([OH:8])[C:4]#[C:5][CH2:6][OH:7].[C:9]([C:13]1[CH:18]=[CH:17][C:16]([S:19]([NH:22][C:23]2[C:28]([O:29][C:30]3[CH:35]=[CH:34][CH:33]=[CH:32][C:31]=3[O:36][CH3:37])=[C:27](Cl)[N:26]=[C:25]([N:39]3[CH2:44][CH2:43][O:42][CH2:41][CH2:40]3)[N:24]=2)(=[O:21])=[O:20])=[CH:15][CH:14]=1)([CH3:12])([CH3:11])[CH3:10].C(O)(=O)CC(CC(O)=O)(C(O)=O)O>CN(C=O)C.CN1C(=O)N(C)CCC1>[C:9]([C:13]1[CH:14]=[CH:15][C:16]([S:19]([NH:22][C:23]2[C:28]([O:29][C:30]3[CH:35]=[CH:34][CH:33]=[CH:32][C:31]=3[O:36][CH3:37])=[C:27]([O:7][CH2:6][C:5]#[C:4][CH2:3][OH:8])[N:26]=[C:25]([N:39]3[CH2:44][CH2:43][O:42][CH2:41][CH2:40]3)[N:24]=2)(=[O:21])=[O:20])=[CH:17][CH:18]=1)([CH3:12])([CH3:10])[CH3:11] |f:0.1|. Reported procedure: To a suspension of 675 mg of NaH in 45 ml of DMF and 5 ml of DMPU was added 4.85 g of 2-butyne-1,4-diol. The mixture was stirred at room temperature until evolution of gas had ceased. Then 1.5 g of 4-tert.-butyl-N-[6-chloro-5-(2-methoxy-phenoxy)-2-morpholin-4-yl-pyrimidin-4-yl]-benzene sulfonamide was added and the resulting mixture was heated to 95° C. and stirred for 5 days. Eventually, the mixture was pourred into 150 ml of 10% aqueous citric acid and extracted three times with 150 ml of ethy... The reactants are S1C(=NC2=C1C=CC=C2)NC(=O)C=2C=CC=C1CCN(CC21)C2=CC=C(C(=N2)C(=O)OC(C)(C)C)C=2C=NN(C2C)CC2(CCCCC2)OCC(CO)O (tert-butyl 6-(8-(benzo[d]thiazol-2-ylcarbamoyl)-3,4-dihydroisoquinolin-2(1H)-yl)-3-(1-((1-(2,3-dihydroxypropoxy)cyclohexyl)methyl)-5-methyl-1H-pyrazol-4-yl)picolinate), I(=O)(=O)(=O)[O-].[Na+] (sodium periodate). Run in CC(=O)C (acetone), O (water). Run at time 4 hour. The product is S1C(=NC2=C1C=CC=C2)NC(=O)C=2C=CC=C1CCN(CC21)C2=CC=C(C(=N2)C(=O)OC(C)(C)C)C=2C=NN(C2C)CC2(CCCCC2)OCC=O (tert-butyl 6-(8-(benzo[d]thiazol-2-ylcarbamoyl)-3,4-dihydroisoquinolin-2(1H)-yl)-3-(5-methyl-1-((1-(2-oxoethoxy)cyclohexyl)methyl)-1H-pyrazol-4-yl)picolinate). RXN SMILES: [S:1]1[C:5]2[CH:6]=[CH:7][CH:8]=[CH:9][C:4]=2[N:3]=[C:2]1[NH:10][C:11]([C:13]1[CH:14]=[CH:15][CH:16]=[C:17]2[C:22]=1[CH2:21][N:20]([C:23]1[N:28]=[C:27]([C:29]([O:31][C:32]([CH3:35])([CH3:34])[CH3:33])=[O:30])[C:26]([C:36]3[CH:37]=[N:38][N:39]([CH2:42][C:43]4([O:49][CH2:50][CH:51]([OH:54])CO)[CH2:48][CH2:47][CH2:46][CH2:45][CH2:44]4)[C:40]=3[CH3:41])=[CH:25][CH:24]=1)[CH2:19][CH2:18]2)=[O:12].I([O-])(=O)(=O)=O.[Na+]>CC(C)=O.O>[S:1]1[C:5]2[CH:6]=[CH:7][CH:8]=[CH:9][C:4]=2[N:3]=[C:2]1[NH:10][C:11]([C:13]1[CH:14]=[CH:15][CH:16]=[C:17]2[C:22]=1[CH2:21][N:20]([C:23]1[N:28]=[C:27]([C:29]([O:31][C:32]([CH3:35])([CH3:34])[CH3:33])=[O:30])[C:26]([C:36]3[CH:37]=[N:38][N:39]([CH2:42][C:43]4([O:49][CH2:50][CH:51]=[O:54])[CH2:48][CH2:47][CH2:46][CH2:45][CH2:44]4)[C:40]=3[CH3:41])=[CH:25][CH:24]=1)[CH2:19][CH2:18]2)=[O:12] |f:1.2|. Reported procedure: A solution of EXAMPLE 167E (600 mg) in acetone (30 mL) was treated with a solution of sodium periodate (852 mg) in water (5 mL). After about 4 hours, the solvent was removed by distillation and the residue was extracted with ethyl acetate (3×100 mL). The combined organic layers were dried over Na2SO4, filtered, and concentrated under reduced pressure to give crude product which was purified by flash column chromatography (20% ethyl acetate in hexane) to give the pure product. Reaction conditions: temperature -20 celsius, time 12 hour. RXN SMILES: [OH:1][C@@H:2]1[CH2:19][CH2:18][C@@:17]2([CH3:20])[C@@H:4]([CH2:5][CH2:6][C@@H:7]3[C@@H:16]2[CH2:15][CH2:14][C@@:12]2([CH3:13])[C@H:8]3[CH2:9][CH2:10][C:11]2=[O:21])[CH2:3]1.CN(C)C=O.N1C=CN=C1.[Si:32](Cl)([C:35]([CH3:38])([CH3:37])[CH3:36])([CH3:34])[CH3:33]>N1C=CC=CC=1>[Si:32]([O:1][C@@H:2]1[CH2:19][CH2:18][C@@:17]2([CH3:20])[C@@H:4]([CH2:5][CH2:6][C@@H:7]3[C@@H:16]2[CH2:15][CH2:14][C@@:12]2([CH3:13])[C@H:8]3[CH2:9][CH2:10][C:11]2=[O:21])[CH2:3]1)([C:35]([CH3:38])([CH3:37])[CH3:36])([CH3:34])[CH3:33]. Solvent: N1=CC=CC=C1 (pyridine). Product: [Si](C)(C)(C(C)(C)C)O[C@H]1C[C@@H]2CC[C@H]3[C@@H]4CCC([C@@]4(C)CC[C@@H]3[C@]2(CC1)C)=O (3α-t-butyldimethylsilyloxy-5α-androstan-17-one). Reported procedure: To 3α-hydroxy-5α-androstan-17-one (25.22 g, 290.5 g/mol, 86.8 mmol) dissolved in 65 mL of dry pyridine was added 65 mL of dry dimethylformamide, imidazole (14.77 g, 68.1 g/mol, 217 mmol), and t-butyldimethylsilylchloride (16.36 g, 151 g/mol, 109 mmol), and the reaction was allowed to stand at room temperature for 12 hours. The reaction mixture was then partitioned between 220 mL of water and 220 mL of ethyl acetate and the combined organic layers were washed with water and dried over anhydrous s... The yield is 91.1%. Reactants: CN(C=O)C (dimethylformamide), N1C=NC=C1 (imidazole), [Si](C)(C)(C(C)(C)C)Cl (t-butyldimethylsilylchloride), O[C@H]1C[C@@H]2CC[C@H]3[C@@H]4CCC([C@@]4(C)CC[C@@H]3[C@]2(CC1)C)=O (3α-hydroxy-5α-androstan-17-one). The reactants are CN(C)C=O, ClC(c1ccccc1)c1ccc2cccnc2c1, c1c[nH]cn1. Product: c1ccc(C(c2ccc3cccnc3c2)n2ccnc2)cc1. As a reaction SMILES: [CH3:24][N:25]([CH3:26])[CH:27]=[O:28].[Cl:1][CH:2]([c:3]1[cH:4][cH:5][c:6]2[cH:7][cH:8][cH:9][n:10][c:11]2[cH:12]1)[c:13]1[cH:14][cH:15][cH:16][cH:17][cH:18]1.[nH:19]1[cH:20][n:21][cH:22][cH:23]1>>[CH:2]([c:3]1[cH:4][cH:5][c:6]2[cH:7][cH:8][cH:9][n:10][c:11]2[cH:12]1)([c:13]1[cH:14][cH:15][cH:16][cH:17][cH:18]1)[n:19]1[cH:20][n:21][cH:22][cH:23]1.